This data is from the Open Reaction Database (ORD), a public repository of structured organic reaction records. The task is: describe an organic reaction: reactants, conditions, products, and yield Reactants: C, CCOC(=O)COc1ncccc1[N+](=O)[O-], CCOC(C)=O, [Pd]. The product is CCOC(=O)COc1ncccc1N. As a reaction SMILES: [C:17].[CH2:1]([CH3:2])[O:3][C:4](=[O:5])[CH2:6][O:7][c:8]1[n:9][cH:10][cH:11][cH:12][c:13]1[N+:14]([O-:15])=[O:16].[CH3:19][CH2:20][O:21][C:22](=[O:23])[CH3:24].[Pd:18]>>[CH2:1]([CH3:2])[O:3][C:4](=[O:5])[CH2:6][O:7][c:8]1[n:9][cH:10][cH:11][cH:12][c:13]1[NH2:14]. The reactants are Br, O=C([O-])[O-], CN(C)C=O, O=[N+]([O-])c1ccc(Cl)nc1, [K+], [K+], Nc1ccc(F)c(O)c1, O. The product is Nc1ccc(F)c(Oc2ccc([N+](=O)[O-])cn2)c1. Reaction SMILES: [BrH:11].[C:21](=[O:22])([O-:23])[O-:24].[CH3:28][N:29]([CH3:30])[CH:31]=[O:32].[Cl:1][c:2]1[n:3][cH:4][c:5]([N+:8](=[O:9])[O-:10])[cH:6][cH:7]1.[K+:25].[K+:26].[NH2:12][c:13]1[cH:14][cH:15][c:16]([F:20])[c:17]([OH:19])[cH:18]1.[OH2:27]>>[c:2]1([O:19][c:17]2[c:16]([F:20])[cH:15][cH:14][c:13]([NH2:12])[cH:18]2)[n:3][cH:4][c:5]([N+:8](=[O:9])[O-:10])[cH:6][cH:7]1. Reactants: C(/N)(=N/N)\C=1C(=[N+](C=CC1)[O-])C(F)(F)F ((Z)-3-carbamohydrazonoyl-2-(trifluoromethyl)pyridine 1-oxide), COC=1C=C(C=C(C1OC)[N+](=O)[O-])C(C=O)=O (2-(3,4-dimethoxy-5-nitrophenyl)-2-oxoacetaldehyde). Solvent: C(C)O (ethanol). Product: COC=1C=C(C=C(C1OC)[N+](=O)[O-])C=1N=C(N=NC1)C=1C(=[N+](C=CC1)[O-])C(F)(F)F (3-(5-(3,4-dimethoxy-5-nitrophenyl)-1,2,4-triazin-3-yl)-2-(trifluoromethyl)pyridine 1-oxide). Reaction SMILES: [C:1](/[C:5]1[C:6]([C:12]([F:15])([F:14])[F:13])=[N+:7]([O-:11])[CH:8]=[CH:9][CH:10]=1)(=[N:3]\[NH2:4])\[NH2:2].[CH3:16][O:17][C:18]1[CH:19]=[C:20]([C:29](=O)[CH:30]=O)[CH:21]=[C:22]([N+:26]([O-:28])=[O:27])[C:23]=1[O:24][CH3:25]>C(O)C>[CH3:16][O:17][C:18]1[CH:19]=[C:20]([C:29]2[N:2]=[C:1]([C:5]3[C:6]([C:12]([F:13])([F:15])[F:14])=[N+:7]([O-:11])[CH:8]=[CH:9][CH:10]=3)[N:3]=[N:4][CH:30]=2)[CH:21]=[C:22]([N+:26]([O-:28])=[O:27])[C:23]=1[O:24][CH3:25]. Reported procedure: To a stirred solution of (Z)-3-carbamohydrazonoyl-2-(trifluoromethyl)pyridine 1-oxide (1.10 g, 5 mmol) in ethanol (30 mL) was added 2-(3,4-dimethoxy-5-nitrophenyl)-2-oxoacetaldehyde (1.19 g, 5 mmol). The reaction mixture was heated to reflux for 5 hours, and then cooled to room temperature and the solvent was removed by evaporation. The residue was dissolved in dichloromethane (30 mL) and the organic phase was washed with water and dried over anhydrous magnesium sulphate, filtered and evaporated... Reactants: COCCCOc1cc(C(=O)N(CC2CN(C(=O)OC(C)(C)C)CC2CNC(=O)C(C)(C)c2ccccc2)C(C)C)ccc1OC, Cl, C1COCCO1. The product is COCCCOc1cc(C(=O)N(CC2CNCC2CNC(=O)C(C)(C)c2ccccc2)C(C)C)ccc1OC. As a reaction SMILES: [C:1]([O:2][C:3](=[O:4])[N:8]1[CH2:9][CH:10]([CH2:26][N:27]([C:28]([c:29]2[cH:30][c:31]([O:37][CH2:38][CH2:39][CH2:40][O:41][CH3:42])[c:32]([O:35][CH3:36])[cH:33][cH:34]2)=[O:43])[CH:44]([CH3:45])[CH3:46])[CH:11]([CH2:13][NH:14][C:15]([C:16]([CH3:17])([c:18]2[cH:19][cH:20][cH:21][cH:22][cH:23]2)[CH3:24])=[O:25])[CH2:12]1)([CH3:5])([CH3:6])[CH3:7].[ClH:47].[O:48]1[CH2:49][CH2:50][O:51][CH2:52][CH2:53]1>>[NH:8]1[CH2:9][CH:10]([CH2:26][N:27]([C:28]([c:29]2[cH:30][c:31]([O:37][CH2:38][CH2:39][CH2:40][O:41][CH3:42])[c:32]([O:35][CH3:36])[cH:33][cH:34]2)=[O:43])[CH:44]([CH3:45])[CH3:46])[CH:11]([CH2:13][NH:14][C:15]([C:16]([CH3:17])([c:18]2[cH:19][cH:20][cH:21][cH:22][cH:23]2)[CH3:24])=[O:25])[CH2:12]1. The reactants are C1(=CC(=CC=C1)C1(CCOCC1)CN)C1=CC=CC=C1 ((4-([1,1′-biphenyl]-3-yl)tetrahydro-2H-pyran-4-yl)methanamine), FC(C1=NC(=NO1)C=1C=C(C(=O)O)C=CC1)(F)F (3-(5-(trifluoromethyl)-1,2,4-oxadiazol-3-yl)benzoic acid). Product: C1(=CC(=CC=C1)C1(CCOCC1)CNC(C1=CC(=CC=C1)C1=NOC(=N1)C(F)(F)F)=O)C1=CC=CC=C1 (N-((4-([1,1′-Biphenyl]-3-yl)tetrahydro-2H-pyran-4-yl)methyl)-3-(5-(trifluoromethyl)-1,2,4-oxadiazol-3-yl)benzamide). The yield is 56.0%. RXN SMILES: [C:1]1([C:15]2[CH:20]=[CH:19][CH:18]=[CH:17][CH:16]=2)[CH:6]=[CH:5][CH:4]=[C:3]([C:7]2([CH2:13][NH2:14])[CH2:12][CH2:11][O:10][CH2:9][CH2:8]2)[CH:2]=1.[F:21][C:22]([F:38])([F:37])[C:23]1[O:27][N:26]=[C:25]([C:28]2[CH:29]=[C:30]([CH:34]=[CH:35][CH:36]=2)[C:31](O)=[O:32])[N:24]=1>>[C:1]1([C:15]2[CH:20]=[CH:19][CH:18]=[CH:17][CH:16]=2)[CH:6]=[CH:5][CH:4]=[C:3]([C:7]2([CH2:13][NH:14][C:31](=[O:32])[C:30]3[CH:34]=[CH:35][CH:36]=[C:28]([C:25]4[N:24]=[C:23]([C:22]([F:38])([F:37])[F:21])[O:27][N:26]=4)[CH:29]=3)[CH2:8][CH2:9][O:10][CH2:11][CH2:12]2)[CH:2]=1. Procedure details: This compound was synthesized from (4-([1,1′-biphenyl]-3-yl)tetrahydro-2H-pyran-4-yl)methanamine and 3-(5-(trifluoromethyl)-1,2,4-oxadiazol-3-yl)benzoic acid as described in example 8 step 6 (110 mg, yield 56%) as a white solid. 1H NMR (400 MHz, CDCl3) δ 8.28 (s, 1H), 8.23-8.21 (d, J=7.7 Hz, 1H), 7.86-7.84 (d, J=8.0 Hz, 1H), 7.58-7.55 (m, 6H), 7.45-7.37 (m, 4H), 5.85-5.82 (t, J=6.1 Hz, 1H), 3.96-3.91 (m, 2H), 3.79-3.78 (d, J=6.4 Hz, 2H), 3.74-3.69 (m, 2H), 2.27-2.22 (m, 2H), 2.10-2.04 (m, 2H). M... Reactants: C(C)(C)NS(=O)(=O)CCl (N-isopropyl chloromethanesulfonamide), ClC(C(Cl)Cl)(SCl)Cl (1,1,2,2-tetrachloroethylsulfenyl chloride). Run in C(C)N(CC)CC (triethylamine). Run at time 30 minute. The product is C(C)(C)N(S(=O)(=O)CCl)SC(=C(Cl)Cl)Cl (N-isopropyl-N-(trichlorovinylthio)-chloromethanesulfonamide). Reaction SMILES: [CH:1]([NH:4][S:5]([CH2:8][Cl:9])(=[O:7])=[O:6])([CH3:3])[CH3:2].[Cl:10][C:11](Cl)([S:15]Cl)[CH:12]([Cl:14])[Cl:13]>C(N(CC)CC)C>[CH:1]([N:4]([S:15][C:11]([Cl:10])=[C:12]([Cl:14])[Cl:13])[S:5]([CH2:8][Cl:9])(=[O:7])=[O:6])([CH3:3])[CH3:2]. Reported procedure: A 32.3 g (0.32 mol) sample of triethylamine was added dropwise to a cooled (0° C.) solution of 50 g (0.29 mol) N-isopropyl chloromethanesulfonamide and 70 g (0.29 mol) 1,1,2,2-tetrachloroethylsulfenyl chloride. After the addition was completed, the reaction was stirred at ambient temperature for 30 minutes and then under reflux for 3 hours. The reaction mixture was then cooled, washed with water, dried over magnesium sulfate and evaporated under reduced pressure to give the N-isopropyl-N-(trichl... Reactants: CC1(OC(C(CC=O)OCOC)C(C=C)O1)C (4,5-(dimethylmethylenedioxy)-3-methoxymethoxy-6-heptenal), Cl.NO (hydroxylamine hydrochloride). The solvent is N1=CC=CC=C1 (pyridine), C(C)OCC (diethyl ether). Reaction conditions: time 8 hour. Yields the product CC1(OC(C(CC=NO)OCOC)C(C=C)O1)C (4,5-(dimethylmethylenedioxy)-3-methoxymethoxy-6-heptenal oxime). Yield: 91.7%. As a reaction SMILES: [CH3:1][C:2]1([CH3:17])[O:16][CH:13]([CH:14]=[CH2:15])[CH:4]([CH:5]([O:9][CH2:10][O:11][CH3:12])[CH2:6][CH:7]=O)[O:3]1.Cl.[NH2:19][OH:20]>N1C=CC=CC=1.C(OCC)C>[CH3:1][C:2]1([CH3:17])[O:16][CH:13]([CH:14]=[CH2:15])[CH:4]([CH:5]([O:9][CH2:10][O:11][CH3:12])[CH2:6][CH:7]=[N:19][OH:20])[O:3]1 |f:1.2|. Procedure details: The above 4,5-(dimethylmethylenedioxy)-3-methoxymethoxy-6-heptenal (91.9 mg) was dissolved in 1 ml of pyridine, and 45 mg of hydroxylamine hydrochloride was added at room temperature, and stirring was conducted at room temperature for 8 hours. The reaction mixture was diluted with diethyl ether. The diluted reaction mixture was washed with a saturated sodium chloride aqueous solution, dried over anhydrous magnesium sulfate, and then concentrated under reduced pressure. The obtained residue was p... The reactants are CC#N.O (CH3CN water), N1C[C@@H](CC1)NC(OC(C)(C)C)=O ((R)-tert-Butyl pyrrolidin-3-ylcarbamate), BrC=1C(=C2C(=NC1)NC=C2NC(C2=CN=CC=C2)=O)F (N-(5-bromo-4-fluoro-1H-pyrrolo[2,3-b]pyridin-3-yl)nicotinamide). The solvent is CCCCO (n-BuOH). Conditions: temperature 160 celsius, time 24 hour. Product: BrC=1C(=C2C(=NC1)NC=C2NC(C2=CN=CC=C2)=O)N2C[C@@H](CC2)NC(OC(C)(C)C)=O ((R)-tert-butyl 1-(5-bromo-3-(nicotinamido)-1H-pyrrolo[2,3-b]pyridin-4-yl)pyrrolidin-3-ylcarbamate). The yield is 35.1%. As a reaction SMILES: [NH:1]1[CH2:5][CH2:4][C@@H:3]([NH:6][C:7](=[O:13])[O:8][C:9]([CH3:12])([CH3:11])[CH3:10])[CH2:2]1.[Br:14][C:15]1[C:16](F)=[C:17]2[C:23]([NH:24][C:25](=[O:32])[C:26]3[CH:31]=[CH:30][CH:29]=[N:28][CH:27]=3)=[CH:22][NH:21][C:18]2=[N:19][CH:20]=1.CC#N.O>CCCCO>[Br:14][C:15]1[C:16]([N:1]2[CH2:5][CH2:4][C@@H:3]([NH:6][C:7](=[O:13])[O:8][C:9]([CH3:10])([CH3:12])[CH3:11])[CH2:2]2)=[C:17]2[C:23]([NH:24][C:25](=[O:32])[C:26]3[CH:31]=[CH:30][CH:29]=[N:28][CH:27]=3)=[CH:22][NH:21][C:18]2=[N:19][CH:20]=1 |f:2.3|. Procedure: (R)-tert-Butyl pyrrolidin-3-ylcarbamate (333 mg, 1.79 mmol) was added to N-(5-bromo-4-fluoro-1H-pyrrolo[2,3-b]pyridin-3-yl)nicotinamide (200 mg, 0.597 mmol) in n-BuOH (3 mL), and the reaction was stirred at 160° C. for 24 hours. The reaction was concentrated to dryness, and then the residue was purified by chromatography (SP4, C-18 25M+ column, gradient of 10-90% CH3CN/water, 30CV) to yield (R)-tert-butyl 1-(5-bromo-3-(nicotinamido)-1H-pyrrolo[2,3-b]pyridin-4-yl)pyrrolidin-3-ylcarbamate (105 mg,...